From a dataset of the Open Reaction Database (ORD), a public repository of structured organic reaction records. describe an organic reaction: reactants, conditions, products, and yield Starting materials: CCO, CCN(C(C)C)C(C)C, CN1CCCC(CO)n2c(c3c(c(O)c2=O)C(=O)N(Cc2ccc(F)c(Cl)c2)CC3)C1=O, [OH-], [OH-], [Pd+2]. The product is CN1CCCC(CO)n2c(c3c(c(O)c2=O)C(=O)N(Cc2ccc(F)cc2)CC3)C1=O. RXN SMILES: [CH3:42][CH2:43][OH:44].[CH:33]([N:34]([CH:35]([CH3:36])[CH3:37])[CH2:38][CH3:39])([CH3:40])[CH3:41].[Cl:1][c:2]1[cH:3][c:4]([CH2:5][N:6]2[C:7](=[O:28])[c:8]3[c:9]([OH:27])[c:10](=[O:26])[n:11]4[c:12]([c:13]3[CH2:14][CH2:15]2)[C:16](=[O:25])[N:17]([CH3:24])[CH2:18][CH2:19][CH2:20][CH:21]4[CH2:22][OH:23])[cH:29][cH:30][c:31]1[F:32].[OH-:45].[OH-:46].[Pd+2:47]>>[cH:2]1[cH:3][c:4]([CH2:5][N:6]2[C:7](=[O:28])[c:8]3[c:9]([OH:27])[c:10](=[O:26])[n:11]4[c:12]([c:13]3[CH2:14][CH2:15]2)[C:16](=[O:25])[N:17]([CH3:24])[CH2:18][CH2:19][CH2:20][CH:21]4[CH2:22][OH:23])[cH:29][cH:30][c:31]1[F:32]. Reactants: [N+](=O)([O-])C=1C=CC(=C(C(=O)C2=C(C=CC=C2)Cl)C1)N1C(=NN=C1)CN1C(C=2C(C1=O)=CC=CC2)=O (5-nitro-2-(3-phthalimidomethyl-4H-1,2,4-triazol-4-yl)-2'-chlorobenzophenone), BrN1C(C=2C(C1=O)=CC=CC2)=O (N-bromophthalimide). Product: [N+](=O)([O-])C=1C=CC(=C(C(=O)C2=C(C=CC=C2)Cl)C1)N1C(=NN=C1CN1C(C=2C(C1=O)=CC=CC2)=O)Br (5-nitro-2-(3-bromo-5-phthalimidomethyl-4H-1,2,4-triazol-4yl)-2'-chlorobenzophenone). As a reaction SMILES: [N+:1]([C:4]1[CH:5]=[CH:6][C:7]([N:19]2[CH:23]=[N:22][N:21]=[C:20]2[CH2:24][N:25]2[C:29](=[O:30])[C:28]3=[CH:31][CH:32]=[CH:33][CH:34]=[C:27]3[C:26]2=[O:35])=[C:8]([CH:18]=1)[C:9]([C:11]1[CH:16]=[CH:15][CH:14]=[CH:13][C:12]=1[Cl:17])=[O:10])([O-:3])=[O:2].[Br:36]N1C(=O)C2=CC=CC=C2C1=O>>[N+:1]([C:4]1[CH:5]=[CH:6][C:7]([N:19]2[C:20]([CH2:24][N:25]3[C:29](=[O:30])[C:28]4=[CH:31][CH:32]=[CH:33][CH:34]=[C:27]4[C:26]3=[O:35])=[N:21][N:22]=[C:23]2[Br:36])=[C:8]([CH:18]=1)[C:9]([C:11]1[CH:16]=[CH:15][CH:14]=[CH:13][C:12]=1[Cl:17])=[O:10])([O-:3])=[O:2]. Procedure details: Following the procedure of Example 1, 5-nitro-2-(3-phthalimidomethyl-4H-1,2,4-triazol-4-yl)-2'-chlorobenzophenone is reacted with N-bromophthalimide to form 5-nitro-2-(3-bromo-5-phthalimidomethyl-4H-1,2,4-triazol-4yl)-2'-chlorobenzophenone. Starting materials: O=C1NOC(=C1)[C@@H]1C[C@H](N(CC1)C(=O)OC)C1=C(C=C(C(=C1)F)F)F ((2S,4S)-Methyl 4-(3-oxo-2,3-dihydroisoxazol-5-yl)-2-(2,4,5-trifluorophenyl)piperidine-1-carboxylate), Br (hydrogen bromide). Run at time 8 hour. Product: FC1=C(C=C(C(=C1)F)F)[C@H]1NCC[C@@H](C1)C1=CC(NO1)=O (5-((2S,4S)-2-(2,4,5-trifluorophenyl)piperidin-4-yl)isoxazol-3(2H)-one). Isolated yield 81.2%. RXN SMILES: [O:1]=[C:2]1[CH:6]=[C:5]([C@H:7]2[CH2:12][CH2:11][N:10](C(OC)=O)[C@H:9]([C:17]3[CH:22]=[C:21]([F:23])[C:20]([F:24])=[CH:19][C:18]=3[F:25])[CH2:8]2)[O:4][NH:3]1.Br>>[F:25][C:18]1[CH:19]=[C:20]([F:24])[C:21]([F:23])=[CH:22][C:17]=1[C@@H:9]1[CH2:8][C@@H:7]([C:5]2[O:4][NH:3][C:2](=[O:1])[CH:6]=2)[CH2:12][CH2:11][NH:10]1. Procedure details: (2S,4S)-Methyl 4-(3-oxo-2,3-dihydroisoxazol-5-yl)-2-(2,4,5-trifluorophenyl)piperidine-1-carboxylate (203 mg, 0.57 mmol) (from example 63, step 4) was dissolved in hydrogen bromide (33% in acetic acid, 4 mL, 22.84 mmol) and the mixture stirred at room temperature overnight. The solvent was evaporated and the residue purified by preparative HPLC (Instrument: FractionLynx II, Mobilphase: gradient 5-95% MeCN in 0.2% NH3, pH 10, Column: Xbridge Prep C18 5 μm OBD 19*150 mm) to yield 5-((2S,4S)-2-(2,4,... Reactants: CCN(C(C)C)C(C)C, O=C=NC(=O)Cc1ccc(F)cc1, CN(C)CCN1CCN(C(=O)Nc2cc(Oc3ccc(N)cc3F)ccn2)CC1, C1CCOC1. RXN SMILES: [CH:48]([N:49]([CH:50]([CH3:51])[CH3:52])[CH2:53][CH3:54])([CH3:55])[CH3:56].[F:30][c:31]1[cH:32][cH:33][c:34]([CH2:37][C:38](=[O:39])[N:40]=[C:41]=[O:42])[cH:35][cH:36]1.[NH2:1][c:2]1[cH:3][c:4]([F:29])[c:5]([O:6][c:7]2[cH:8][c:9]([NH:13][C:14](=[O:15])[N:16]3[CH2:17][CH2:18][N:19]([CH2:22][CH2:23][N:24]([CH3:25])[CH3:26])[CH2:20][CH2:21]3)[n:10][cH:11][cH:12]2)[cH:27][cH:28]1.[O:43]1[CH2:44][CH2:45][CH2:46][CH2:47]1>>[NH:1]([c:2]1[cH:3][c:4]([F:29])[c:5]([O:6][c:7]2[cH:8][c:9]([NH:13][C:14](=[O:15])[N:16]3[CH2:17][CH2:18][N:19]([CH2:22][CH2:23][N:24]([CH3:25])[CH3:26])[CH2:20][CH2:21]3)[n:10][cH:11][cH:12]2)[cH:27][cH:28]1)[C:41]([NH:40][C:38]([CH2:37][c:34]1[cH:33][cH:32][c:31]([F:30])[cH:36][cH:35]1)=[O:39])=[O:42]. Product: CN(C)CCN1CCN(C(=O)Nc2cc(Oc3ccc(NC(=O)NC(=O)Cc4ccc(F)cc4)cc3F)ccn2)CC1. Starting materials: [Br-].C[N+](=C1OCCC1(C1=CC=CC=C1)C1=CC=CC=C1)C (dimethyl(tetrahydro-3,3-diphenyl-2-furylidene)ammonium bromide), OC1=C(C=CC=C1)C1(CCNCC1)O (4-(2-hydroxyphenyl)-4-piperidinol), C([O-])([O-])=O.[Na+].[Na+] (sodium carbonate). Solvent: C(C)(=O)OCC (ethyl acetate), CN(C=O)C (dimethylformamide). Run at temperature 80 celsius, time 1.5 hour. The product is OC1(CCN(CC1)CCC(C(=O)N(C)C)(C1=CC=CC=C1)C1=CC=CC=C1)C1=C(C=CC=C1)O (4-(4-hydroxy-4-(2-hydroxyphenyl)piperidino)-N,N-dimethyl-2,2-diphenylbutaneamide). Isolated yield 78.5%. Reaction SMILES: [Br-].[CH3:2][N+:3]([CH3:21])=[C:4]1[C:8]([C:15]2[CH:20]=[CH:19][CH:18]=[CH:17][CH:16]=2)([C:9]2[CH:14]=[CH:13][CH:12]=[CH:11][CH:10]=2)[CH2:7][CH2:6][O:5]1.[OH:22][C:23]1[CH:28]=[CH:27][CH:26]=[CH:25][C:24]=1[C:29]1([OH:35])[CH2:34][CH2:33][NH:32][CH2:31][CH2:30]1.C(=O)([O-])[O-].[Na+].[Na+]>CN(C)C=O.C(OCC)(=O)C>[OH:35][C:29]1([C:24]2[CH:25]=[CH:26][CH:27]=[CH:28][C:23]=2[OH:22])[CH2:30][CH2:31][N:32]([CH2:6][CH2:7][C:8]([C:15]2[CH:20]=[CH:19][CH:18]=[CH:17][CH:16]=2)([C:9]2[CH:14]=[CH:13][CH:12]=[CH:11][CH:10]=2)[C:4]([N:3]([CH3:2])[CH3:21])=[O:5])[CH2:33][CH2:34]1 |f:0.1,3.4.5|. Reported procedure: In 20 mL of anhydrous dimethylformamide were dissolved 3.5 g (10 mmol) of dimethyl(tetrahydro-3,3-diphenyl-2-furylidene)ammonium bromide and 1.93 g (10 mmol) of 4-(2-hydroxyphenyl)-4-piperidinol. To the resulting solution was added 3.2 g (30 mmol) of sodium carbonate, followed by stirring at 80° C. for 1.5 hours. The reaction mixture was distilled under reduced pressure to remove the solvent and the residue thus obtained was dissolved in ethyl acetate. The resulting solution was washed with wate... Starting materials: [N+](=O)([O-])C=1C=CC(=NC1)OC=1C=C2CCC(OC2=CC1)C1=CC=CC=C1 (5-nitro-2-(2-phenylchroman-6-yloxy)pyridine), FC(C1=C(C=CC=C1)C1OC2=CC=C(C=C2C(C1)O)O)(F)F (2-(2-trifluoromethylphenyl)chroman-4,6-diol). Product: [N+](=O)([O-])C=1C=CC(=NC1)OC=1C=C2C(CC(OC2=CC1)C1=C(C=CC=C1)C(F)(F)F)O (6-(5-Nitropyridin-2-yloxy)-2-(2-trifluoromethylphenyl)chroman-4-ol). Reaction SMILES: [N+:1]([C:4]1[CH:5]=[CH:6][C:7](OC2C=C3C(=CC=2)OC(C2C=CC=CC=2)CC3)=[N:8][CH:9]=1)([O-:3])=[O:2].[F:27][C:28]([F:48])([F:47])[C:29]1[CH:34]=[CH:33][CH:32]=[CH:31][C:30]=1[CH:35]1[CH2:44][CH:43]([OH:45])[C:42]2[C:37](=[CH:38][CH:39]=[C:40]([OH:46])[CH:41]=2)[O:36]1>>[N+:1]([C:4]1[CH:5]=[CH:6][C:7]([O:46][C:40]2[CH:41]=[C:42]3[C:37](=[CH:38][CH:39]=2)[O:36][CH:35]([C:30]2[CH:31]=[CH:32][CH:33]=[CH:34][C:29]=2[C:28]([F:27])([F:47])[F:48])[CH2:44][CH:43]3[OH:45])=[N:8][CH:9]=1)([O-:3])=[O:2]. Procedure: 6-(5-Nitropyridin-2-yloxy)-2-(2-trifluoromethylphenyl)chroman-4-ol was prepared as described for 5-nitro-2-(2-phenylchroman-6-yloxy)pyridine in Example 1(b) starting from 350 mg of 2-(2-trifluoromethylphenyl)chroman-4,6-diol. 1H NMR (400 MHz, d6-DMSO) δ: 9.04 (d, 1H, J 2.8 Hz), 8.62 (dd, 1H, J 9.1, 2.8 Hz), 7.89 (m, 1H), 7.82-7.78 (m, 2H), 7.62 (m, 1H), 7.28 (d, 1H, J 2.7 Hz), 7.24 (d, 1H, 9.1 Hz), 7.04 (dd, 1H, J 8.7, 2.7 Hz), 6.90 (d, 1H, J 8.7 Hz), 5.7 (bs, 1H), 5.38 (d, 1H, J 11.6 Hz), 5.01 ... The reactants are ClCCl, CCN=C=NCCCN(C)C, CN(C)c1ccncc1, ClC(Cl)Cl, O=C(O)C(=O)Nc1cccc2c1N(Cc1ccc3ccccc3c1)C(=O)CO2, NS(=O)(=O)c1cccs1. Product: O=C(Nc1cccc2c1N(Cc1ccc3ccccc3c1)C(=O)CO2)C(=O)NS(=O)(=O)c1cccs1. RXN SMILES: [CH2:58]([Cl:59])[Cl:60].[CH3:38][CH2:39][N:40]=[C:41]=[N:42][CH2:43][CH2:44][CH2:45][N:46]([CH3:47])[CH3:48].[CH3:49][N:50]([c:51]1[cH:52][cH:53][n:54][cH:55][cH:56]1)[CH3:57].[CH:61]([Cl:62])([Cl:63])[Cl:64].[cH:1]1[c:2]([CH2:11][N:12]2[C:13](=[O:28])[CH2:14][O:15][c:16]3[c:17]2[c:18]([NH:22][C:23]([C:24](=[O:25])[OH:26])=[O:27])[cH:19][cH:20][cH:21]3)[cH:3][cH:4][c:5]2[cH:6][cH:7][cH:8][cH:9][c:10]12.[s:29]1[c:30]([S:34](=[O:35])(=[O:36])[NH2:37])[cH:31][cH:32][cH:33]1>>[cH:1]1[c:2]([CH2:11][N:12]2[C:13](=[O:28])[CH2:14][O:15][c:16]3[c:17]2[c:18]([NH:22][C:23]([C:24](=[O:26])[NH:37][S:34]([c:30]2[s:29][cH:33][cH:32][cH:31]2)(=[O:35])=[O:36])=[O:27])[cH:19][cH:20][cH:21]3)[cH:3][cH:4][c:5]2[cH:6][cH:7][cH:8][cH:9][c:10]12.